Dataset: the Open Reaction Database (ORD), a public repository of structured organic reaction records. Task: describe an organic reaction: reactants, conditions, products, and yield The reactants are B, CO, O=C1c2ccccc2COc2ccc(OCc3ccc4cc(F)c(Cl)cc4n3)cc21, [Na]. Product: OC1c2ccccc2COc2ccc(OCc3ccc4cc(F)c(Cl)cc4n3)cc21. RXN SMILES: [BH3:1].[CH3:33][OH:34].[Cl:3][c:4]1[c:5]([F:32])[cH:6][c:7]2[cH:8][cH:9][c:10]([CH2:14][O:15][c:16]3[cH:17][c:18]4[c:19]([cH:30][cH:31]3)[O:20][CH2:21][c:22]3[c:23]([cH:26][cH:27][cH:28][cH:29]3)[C:24]4=[O:25])[n:11][c:12]2[cH:13]1.[Na:2]>>[Cl:3][c:4]1[c:5]([F:32])[cH:6][c:7]2[cH:8][cH:9][c:10]([CH2:14][O:15][c:16]3[cH:17][c:18]4[c:19]([cH:30][cH:31]3)[O:20][CH2:21][c:22]3[c:23]([cH:26][cH:27][cH:28][cH:29]3)[CH:24]4[OH:25])[n:11][c:12]2[cH:13]1.